Task: describe an organic reaction: reactants, conditions, products, and yield. Dataset: the Open Reaction Database (ORD), a public repository of structured organic reaction records Reactants: [N+](=O)([O-])C1=C(C2=C(OCO2)C(=C1)C)C (5-nitro-4,7-dimethyl-1,3-benzodioxole), [H][H] (hydrogen). Reagents/catalysts: [Pd] (palladium on carbon). Run in C(C)O (ethanol). Conditions: time 90 minute. Product: NC1=C(C2=C(OCO2)C(=C1)C)C (5-amino-4,7-dimethyl-1,3-benzodioxole). The yield is 99.9%. Reaction SMILES: [N+:1]([C:4]1[CH:12]=[C:11]([CH3:13])[C:7]2[O:8][CH2:9][O:10][C:6]=2[C:5]=1[CH3:14])([O-])=O.[H][H]>[Pd].C(O)C>[NH2:1][C:4]1[CH:12]=[C:11]([CH3:13])[C:7]2[O:8][CH2:9][O:10][C:6]=2[C:5]=1[CH3:14]. Reported procedure: A mixture of 1.88 g of 5-nitro-4,7-dimethyl-1,3-benzodioxole and 0.19 g of 10% palladium on carbon in 200 mL of ethanol is placed under a 50 psi hydrogen atmosphere. The mixture is shaken for 90 minutes at room temperature. The reaction mixture is filtered through Celite to yield a brownish solution. Concentration under reduced pressure affords 1.59 g of 5-amino-4,7-dimethyl-1,3-benzodioxole. Reactants: C(C)OC(CC1=CNC=2N(C1=O)N=C(C2)C2=CC=C(C=C2)OCC)=O ([2-(4-ethoxy-phenyl)-7-oxo-4,7-dihydro-pyrazolo[1,5-a]pyrimidin-6-yl]acetic acid ethyl ester), C(C)OC1=CC=C(C=C1)C=1C=C(NN1)N (5-(4-ethoxy-phenyl)-2H-pyrazol-3-ylamine). Yields the product C(C)OC1=CC=C(C=C1)C1=NN2C(NC=C(C2=O)CC(=O)O)=C1 ([2-(4-Ethoxy-phenyl)-7-oxo-4,7-dihydro-pyrazolo[1,5-a]pyrimidin-6-yl]-acetic acid). As a reaction SMILES: C([O:3][C:4](=[O:25])[CH2:5][C:6]1[C:11](=[O:12])[N:10]2[N:13]=[C:14]([C:16]3[CH:21]=[CH:20][C:19]([O:22][CH2:23][CH3:24])=[CH:18][CH:17]=3)[CH:15]=[C:9]2[NH:8][CH:7]=1)C.C(OC1C=CC(C2C=C(N)NN=2)=CC=1)C>>[CH2:23]([O:22][C:19]1[CH:18]=[CH:17][C:16]([C:14]2[CH:15]=[C:9]3[NH:8][CH:7]=[C:6]([CH2:5][C:4]([OH:25])=[O:3])[C:11](=[O:12])[N:10]3[N:13]=2)=[CH:21][CH:20]=1)[CH3:24]. Procedure: The expected compound was obtained according to general procedure G using [2-(4-ethoxy-phenyl)-7-oxo-4,7-dihydro-pyrazolo[1,5-a]pyrimidin-6-yl]acetic acid ethyl ester. The starting material was obtained according to general procedure E using 5-(4-ethoxy-phenyl)-2H-pyrazol-3-ylamine. The expected compound was isolated as white powder. The reactants are CC(=O)OC(C)=O, CC1(C)Cc2cc(N)c3c(c2C(c2ccccc2)=N1)CC(C)(C)O3, O=CO, [Na+], [OH-]. Product: CC1(C)Cc2cc(NC=O)c3c(c2C(c2ccccc2)=N1)CC(C)(C)O3. RXN SMILES: [CH3:1][C:2](=[O:3])[O:4][C:5](=[O:6])[CH3:7].[CH3:8][C:9]1([CH3:31])[N:10]=[C:11]([c:25]2[cH:26][cH:27][cH:28][cH:29][cH:30]2)[c:12]2[c:13]3[c:14]([c:15]([NH2:19])[cH:16][c:17]2[CH2:18]1)[O:20][C:21]([CH3:23])([CH3:24])[CH2:22]3.[CH:34]([OH:35])=[O:36].[Na+:33].[OH-:32]>>[CH:2](=[O:3])[NH:19][c:15]1[c:14]2[c:13]([c:12]3[c:17]([cH:16]1)[CH2:18][C:9]([CH3:8])([CH3:31])[N:10]=[C:11]3[c:25]1[cH:26][cH:27][cH:28][cH:29][cH:30]1)[CH2:22][C:21]([CH3:23])([CH3:24])[O:20]2. Reactants: O[C@H](C)[C@@H]1[C@@H]2N([C@H](C([C@@H]2C)=O)C(=O)OCC2=CC=C(C=C2)[N+](=O)[O-])C1=O (4-nitrobenzyl (1R,3R,5R,6S)-6-((1R)-1-hydroxyethyl)-1-methyl-2-oxo-1-carbapenam-3-carboxylate), C(C1=CC=CC=C1)SC=1N=CN2C1SC(=C2)[Sn](CCCC)(CCCC)CCCC (7-benzylthio-2-(tri-n-butylstannyl) imidazo[5,1-b]thiazole). Product: C(C1=CC=CC=C1)SC=1N=CN2C1SC(=C2)C=2[C@@H]([C@H]1N(C2C(=O)OCC2=CC=C(C=C2)[N+](=O)[O-])C([C@@H]1[C@@H](C)O)=O)C (4-nitrobenzyl (1S,5R,6S)-2-(7-benzylthioimidazo[5,1-b]thiazol-2-yl)-6-((1R)-1-hydroxyethyl)-1-methyl-1-carbapen-2-em-3-carboxylate). Isolated yield 66.4%. Reaction SMILES: [OH:1][C@@H:2]([C@H:4]1[C:25](=[O:26])[N:6]2[C@@H:7]([C:12]([O:14][CH2:15][C:16]3[CH:21]=[CH:20][C:19]([N+:22]([O-:24])=[O:23])=[CH:18][CH:17]=3)=[O:13])[C:8](=O)[C@H:9]([CH3:10])[C@H:5]12)[CH3:3].[CH2:27]([S:34][C:35]1[N:36]=[CH:37][N:38]2[CH:42]=[C:41]([Sn](CCCC)(CCCC)CCCC)[S:40][C:39]=12)[C:28]1[CH:33]=[CH:32][CH:31]=[CH:30][CH:29]=1>>[CH2:27]([S:34][C:35]1[N:36]=[CH:37][N:38]2[CH:42]=[C:41]([C:8]3[C@H:9]([CH3:10])[C@@H:5]4[C@@H:4]([C@H:2]([OH:1])[CH3:3])[C:25](=[O:26])[N:6]4[C:7]=3[C:12]([O:14][CH2:15][C:16]3[CH:21]=[CH:20][C:19]([N+:22]([O-:24])=[O:23])=[CH:18][CH:17]=3)=[O:13])[S:40][C:39]=12)[C:28]1[CH:29]=[CH:30][CH:31]=[CH:32][CH:33]=1. Procedure details: The procedure of Example 1a) was repeated, except that 424 mg of 4-nitrobenzyl (1R,3R,5R,6S)-6-((1R)-1-hydroxyethyl)-1-methyl-2-oxo-1-carbapenam-3-carboxylate and 658 mg of 7-benzylthio-2-(tri-n-butylstannyl) imidazo[5,1-b]thiazole were used as the starting compounds. Thus, 459 mg of 4-nitrobenzyl (1S,5R,6S)-2-(7-benzylthioimidazo[5,1-b]thiazol-2-yl)-6-((1R)-1-hydroxyethyl)-1-methyl-1-carbapen-2-em-3-carboxylate was prepared. The reactants are [N+](=O)([O-])C1=CC=C(C(=O)NC2=CC3=C(N(C=N3)C(CC(=O)OCC)C3=CC=CC=C3)C=C2)C=C1 (ethyl 3-{5-[(4-nitrobenzoyl)amino]-1H-benzimidazol-1-yl}-3-phenylpropanoate), C(=O)[O-].[NH4+] (ammonium formate). Reagents/catalysts: [Pd] (palladium on carbon). Run in C(C)O (ethanol), O (water). Yields the product NC1=CC=C(C(=O)NC2=CC3=C(N(C=N3)C(CC(=O)OCC)C3=CC=CC=C3)C=C2)C=C1 (Ethyl 3-{5-[(4-aminobenzoyl)amino]-1H-benzimidazol-1-yl}-3-phenylpropanoate). Reaction SMILES: [N+:1]([C:4]1[CH:34]=[CH:33][C:7]([C:8]([NH:10][C:11]2[CH:32]=[CH:31][C:14]3[N:15]([CH:18]([C:25]4[CH:30]=[CH:29][CH:28]=[CH:27][CH:26]=4)[CH2:19][C:20]([O:22][CH2:23][CH3:24])=[O:21])[CH:16]=[N:17][C:13]=3[CH:12]=2)=[O:9])=[CH:6][CH:5]=1)([O-])=O.C([O-])=O.[NH4+]>C(O)C.O.[Pd]>[NH2:1][C:4]1[CH:34]=[CH:33][C:7]([C:8]([NH:10][C:11]2[CH:32]=[CH:31][C:14]3[N:15]([CH:18]([C:25]4[CH:26]=[CH:27][CH:28]=[CH:29][CH:30]=4)[CH2:19][C:20]([O:22][CH2:23][CH3:24])=[O:21])[CH:16]=[N:17][C:13]=3[CH:12]=2)=[O:9])=[CH:6][CH:5]=1 |f:1.2|. Procedure details: To a solution of ethyl 3-{5-[(4-nitrobenzoyl)amino]-1H-benzimidazol-1-yl}-3-phenylpropanoate (297 mg, 648 μmol) in a mixture of ethanol and water (4:1, 10 mL), was added palladium on carbon (60 mg, 10% w/w Pd) and ammonium formate (245 mg, 3.89 mmol). The resulting suspension was heated to reflux for 2 hours, and was then cooled to room temperature, and filtered through a pad of Celite®. The filtrate was evaporated to dryness, to afford the crude title compound, which was used directly without f... Starting materials: FP123N4CCN1CCN2CCN3CC4, [Na+], [OH-]. Yields the product O=P12N3CCNCCN1CCN2CC3. RXN SMILES: [F:1][P:2]123[N:3]4[CH2:4][CH2:5][N:6]1[CH2:7][CH2:8][N:9]2[CH2:10][CH2:11][N:12]3[CH2:13][CH2:14]4.[Na+:16].[OH-:15]>>[P:2]12(=[O:15])[N:3]3[CH2:4][CH2:5][N:6]1[CH2:7][CH2:8][N:9]2[CH2:10][CH2:11][NH:12][CH2:13][CH2:14]3.